Dataset: the Open Reaction Database (ORD), a public repository of structured organic reaction records. Task: describe an organic reaction: reactants, conditions, products, and yield Reactants: ClC=1C=C(CC2CCC(CC2)C(=O)O)C=CC1 (4-(3-Chlorobenzyl)cyclohexanecarboxylic acid). Solvent: O1CCCC1 (tetrahydrofuran), C1CCOC1 (THF). Run at time 3.5 hour. Yields the product ClC=1C=C(CC2CCC(CC2)CO)C=CC1 ([4-(3-Chlorobenzyl)cyclohexyl]methanol). Yield: 32.9%. RXN SMILES: [Cl:1][C:2]1[CH:3]=[C:4]([CH:15]=[CH:16][CH:17]=1)[CH2:5][CH:6]1[CH2:11][CH2:10][CH:9]([C:12](O)=[O:13])[CH2:8][CH2:7]1>O1CCCC1>[Cl:1][C:2]1[CH:3]=[C:4]([CH:15]=[CH:16][CH:17]=1)[CH2:5][CH:6]1[CH2:7][CH2:8][CH:9]([CH2:12][OH:13])[CH2:10][CH2:11]1. Reported procedure: 4-(3-Chlorobenzyl)cyclohexanecarboxylic acid (550 mg; 2.2 mmol) was cooled to 0° C. in 5 mL of anhydrous tetrahydrofuran under nitrogen flow, and BH3 THF was added over 5 minutes. Mixture was warmed to room temperature. After 3.5 hours, mixture was cooled to 0° C. and quenched with slow additions of sat. NH4Cl. Mixture was stirred for 20 minutes and water was added to dissolve precipitates. Mixture was extracted 3×20 mL with ethyl acetate, and combined organics were washed with brine and dried o... Reactants: FC1=CC=C(C=C1)C=1OC(=C(N1)CCO)C (2-[2-(4-fluoro-phenyl)-5-methyl-oxazol-4-yl]-ethanol), C1(=CC=CC=C1)P(C1=CC=CC=C1)C1=CC=CC=C1 (triphenylphosphine), N(=NC(=O)OCC)C(=O)OCC (DEAD), C(C)OC(C(CC1=CC=C(C=2CCCCC12)O)OCC)=O ([rac]-2-ethoxy-3-(4-hydroxy-5,6,7,8-tetrahydro-naphthalen-1-yl)-propionic acid ethyl ester). The product is C(C)OC(C(CC1=CC=C(C=2CCCCC12)OCCC=1N=C(OC1C)C1=CC=C(C=C1)F)OCC)=O ([rac]-2-ethoxy-3-(4-{2-[2-(4-fluoro-phenyl)-5-methyl-oxazol-4-yl]-ethoxy}-5,6,7,8-tetrahydro-naphthalen-1-yl)-propionic acid ethyl ester). Reaction SMILES: [CH2:1]([O:3][C:4](=[O:21])[CH:5]([O:18][CH2:19][CH3:20])[CH2:6][C:7]1[C:16]2[CH2:15][CH2:14][CH2:13][CH2:12][C:11]=2[C:10]([OH:17])=[CH:9][CH:8]=1)[CH3:2].[F:22][C:23]1[CH:28]=[CH:27][C:26]([C:29]2[O:30][C:31]([CH3:37])=[C:32]([CH2:34][CH2:35]O)[N:33]=2)=[CH:25][CH:24]=1.C1(P(C2C=CC=CC=2)C2C=CC=CC=2)C=CC=CC=1.N(C(OCC)=O)=NC(OCC)=O>>[CH2:1]([O:3][C:4](=[O:21])[CH:5]([O:18][CH2:19][CH3:20])[CH2:6][C:7]1[C:16]2[CH2:15][CH2:14][CH2:13][CH2:12][C:11]=2[C:10]([O:17][CH2:35][CH2:34][C:32]2[N:33]=[C:29]([C:26]3[CH:27]=[CH:28][C:23]([F:22])=[CH:24][CH:25]=3)[O:30][C:31]=2[CH3:37])=[CH:9][CH:8]=1)[CH3:2]. Procedure: In analogy to the procedure described in example 17 a], [rac]-2-ethoxy-3-(4-hydroxy-5,6,7,8-tetrahydro-naphthalen-1-yl)-propionic acid ethyl ester (example 108 b]) was reacted with 2-[2-(4-fluoro-phenyl)-5-methyl-oxazol-4-yl]-ethanol [J. Med. Chem. (1998), 41(25), 5037-5054] in the presence of triphenylphosphine and DEAD (diethyl azodicarboxylate) to yield [rac]-2-ethoxy-3-(4-{2-[2-(4-fluoro-phenyl)-5-methyl-oxazol-4-yl]-ethoxy}-5,6,7,8-tetrahydro-naphthalen-1-yl)-propionic acid ethyl ester, whi... Starting materials: ClCC[Si](Cl)(Cl)Cl (2-chloroethyl-trichlorosilane), C(C)(=O)OC(C)=O (acetic acid anhydride). Reaction conditions: time 21 hour. Product: ClCC[Si](OC(C)=O)(OC(C)=O)OC(C)=O (2-chloro-ethyl-tris-(acetyloxy)-silane). The yield is 80.5%. As a reaction SMILES: [Cl:1][CH2:2][CH2:3][Si:4](Cl)(Cl)Cl.C([O:11][C:12](=[O:14])[CH3:13])(=O)C>>[Cl:1][CH2:2][CH2:3][Si:4]([O:11][C:12](=[O:14])[CH3:13])([O:14][C:12](=[O:11])[CH3:13])[O:14][C:12](=[O:11])[CH3:13]. Reported procedure: An amount of 40.8 g of 2-chloroethyl-trichlorosilane is dissolved in 71.5 g of acetic acid anhydride, and the solution allowed to stand at room temperature for 21 hours in a closed vessel. The reaction product is concentrated in vacuo to obtain 44.6 g of 2-chloro-ethyl-tris-(acetyloxy)-silane, B.P.: 85° - 88°/0.1 Torr, nD20 = 1.6687. Reactants: O=C(c1ccccc1)C1CN(Cc2ccccc2)CCO1, C1CCOC1. Product: OC(c1ccccc1)C1CN(Cc2ccccc2)CCO1. RXN SMILES: [CH2:1]([c:2]1[cH:3][cH:4][cH:5][cH:6][cH:7]1)[N:8]1[CH2:9][CH:10]([C:14](=[O:15])[c:16]2[cH:17][cH:18][cH:19][cH:20][cH:21]2)[O:11][CH2:12][CH2:13]1.[O:22]1[CH2:23][CH2:24][CH2:25][CH2:26]1>>[CH2:1]([c:2]1[cH:3][cH:4][cH:5][cH:6][cH:7]1)[N:8]1[CH2:9][CH:10]([CH:14]([OH:15])[c:16]2[cH:17][cH:18][cH:19][cH:20][cH:21]2)[O:11][CH2:12][CH2:13]1.